Dataset: the Open Reaction Database (ORD), a public repository of structured organic reaction records. Task: describe an organic reaction: reactants, conditions, products, and yield Reactants: Br, O=N[O-], NC(=O)c1[nH]c2c(N)cccc2c1S(=O)(=O)N1CCOCC1, [Na+], C1CCOC1, O. Product: NC(=O)c1[nH]c2c(Br)cccc2c1S(=O)(=O)N1CCOCC1. RXN SMILES: [BrH:24].[N:25]([O-:26])=[O:27].[NH2:1][c:2]1[cH:3][cH:4][cH:5][c:6]2[c:7]([S:14](=[O:15])(=[O:16])[N:17]3[CH2:18][CH2:19][O:20][CH2:21][CH2:22]3)[c:8]([C:11](=[O:12])[NH2:13])[nH:9][c:10]12.[Na+:28].[O:29]1[CH2:30][CH2:31][CH2:32][CH2:33]1.[OH2:23]>>[c:2]1([Br:24])[cH:3][cH:4][cH:5][c:6]2[c:7]([S:14](=[O:15])(=[O:16])[N:17]3[CH2:18][CH2:19][O:20][CH2:21][CH2:22]3)[c:8]([C:11](=[O:12])[NH2:13])[nH:9][c:10]12.